The task is: describe an organic reaction: reactants, conditions, products, and yield. This data is from the Open Reaction Database (ORD), a public repository of structured organic reaction records. Starting materials: [BH3-]C#N, CCOC(=O)C(CCc1ccccc1)NC1CCCCN(C(C)C(=O)OCc2ccccc2)C1=O, CC(=O)[O-], CCO, [Na+], [Na+], CC(C)(C)OC(=O)C(=O)CCc1ccccc1. The product is CC(C(=O)OCc1ccccc1)N1CCCCC(NC(CCc2ccccc2)C(=O)OC(C)(C)C)C1=O. Reaction SMILES: [C:1]([BH3-:2])#[N:3].[CH2:22]([c:23]1[cH:24][cH:25][cH:26][cH:27][cH:28]1)[O:29][C:30](=[O:31])[CH:32]([CH3:33])[N:34]1[C:35](=[O:56])[CH:36]([NH:41][CH:42]([C:43]([O:44][CH2:45][CH3:46])=[O:47])[CH2:48][CH2:49][c:50]2[cH:51][cH:52][cH:53][cH:54][cH:55]2)[CH2:37][CH2:38][CH2:39][CH2:40]1.[CH3:58][C:59](=[O:60])[O-:61].[CH3:62][CH2:63][OH:64].[Na+:4].[Na+:57].[O:5]=[C:6]([C:7](=[O:8])[O:9][C:10]([CH3:11])([CH3:12])[CH3:13])[CH2:14][CH2:15][c:16]1[cH:17][cH:18][cH:19][cH:20][cH:21]1>>[CH:6]([C:7](=[O:8])[O:9][C:10]([CH3:11])([CH3:12])[CH3:13])([CH2:14][CH2:15][c:16]1[cH:17][cH:18][cH:19][cH:20][cH:21]1)[NH:41][CH:36]1[C:35](=[O:56])[N:34]([CH:32]([C:30]([O:29][CH2:22][c:23]2[cH:24][cH:25][cH:26][cH:27][cH:28]2)=[O:31])[CH3:33])[CH2:40][CH2:39][CH2:38][CH2:37]1. Starting materials: COC(=O)C=1C=CC(=NC1)C(=O)O (5-(Methoxycarbonyl)pyridine-2-carboxylic acid), S(=O)(Cl)Cl (thionyl chloride). The product is COC(=O)C=1C=CC(=NC1)C(=O)Cl (5-(methoxycarbonyl)pyridine-2-carboxylic acid chloride). As a reaction SMILES: [CH3:1][O:2][C:3]([C:5]1[CH:6]=[CH:7][C:8]([C:11]([OH:13])=O)=[N:9][CH:10]=1)=[O:4].S(Cl)([Cl:16])=O>>[CH3:1][O:2][C:3]([C:5]1[CH:6]=[CH:7][C:8]([C:11]([Cl:16])=[O:13])=[N:9][CH:10]=1)=[O:4]. Reported procedure: To 5-(Methoxycarbonyl)pyridine-2-carboxylic acid (Maybridge, 1.0 g, 5.52 mmol) was added thionyl chloride (Aldrich, 25 mL) and this reaction mixture was heated to reflux for 2 hours. The reaction mixture was cooled to room temperature and concentrated under reduced pressure to give the intermediate 5-(methoxycarbonyl)pyridine-2-carboxylic acid chloride as a tan solid which was used without further purification. Starting materials: COCN(c1cc(Cl)cnc1C(=O)c1c(C)cccc1OC)S(=O)(=O)c1ccc(Cl)c(C)c1, Cl, C1COCCO1, O. The product is COc1cccc(C)c1C(=O)c1ncc(Cl)cc1NS(=O)(=O)c1ccc(Cl)c(C)c1. Reaction SMILES: [Cl:1][c:2]1[c:3]([CH3:33])[cH:4][c:5]([S:8](=[O:9])(=[O:10])[N:11]([CH2:12][O:13][CH3:14])[c:15]2[c:16]([C:22]([c:23]3[c:24]([O:30][CH3:31])[cH:25][cH:26][cH:27][c:28]3[CH3:29])=[O:32])[n:17][cH:18][c:19]([Cl:21])[cH:20]2)[cH:6][cH:7]1.[ClH:34].[O:36]1[CH2:37][CH2:38][O:39][CH2:40][CH2:41]1.[OH2:35]>>[Cl:1][c:2]1[c:3]([CH3:33])[cH:4][c:5]([S:8](=[O:9])(=[O:10])[NH:11][c:15]2[c:16]([C:22]([c:23]3[c:24]([O:30][CH3:31])[cH:25][cH:26][cH:27][c:28]3[CH3:29])=[O:32])[n:17][cH:18][c:19]([Cl:21])[cH:20]2)[cH:6][cH:7]1.